From a dataset of the Open Reaction Database (ORD), a public repository of structured organic reaction records. describe an organic reaction: reactants, conditions, products, and yield Reactants: [Li]CCCC, Fc1ccc(OCc2ccccc2)c(F)c1, CN(C)C=O, C1CCOC1, O. Product: O=Cc1c(F)ccc(OCc2ccccc2)c1F. As a reaction SMILES: [CH2:17]([Li:18])[CH2:19][CH2:20][CH3:21].[CH2:1]([c:2]1[cH:3][cH:4][cH:5][cH:6][cH:7]1)[O:8][c:9]1[c:10]([F:16])[cH:11][c:12]([F:15])[cH:13][cH:14]1.[CH3:22][N:23]([CH:24]=[O:25])[CH3:26].[O:28]1[CH2:29][CH2:30][CH2:31][CH2:32]1.[OH2:27]>>[CH2:1]([c:2]1[cH:3][cH:4][cH:5][cH:6][cH:7]1)[O:8][c:9]1[c:10]([F:16])[c:11]([CH:24]=[O:25])[c:12]([F:15])[cH:13][cH:14]1. The reactants are COC(NC(C(C)C)C(=O)N1CN(CC1C=1NC=C(N1)C1=CC=C(C=C1)Br)S(=O)(=O)C1=CC=CC=C1)=O ({1-[1′-Benzenesulfonyl-4-(4-bromo-phenyl)-1′,2′,4′,5′-tetrahydro-1H-[2,4′]biimidazolyl-3′-carbonyl]-2-methyl-propyl}-carbamic acid methyl ester), COC(NC(C(C)C)C(=O)N1C(CCC1)C=1NC=C(N1)C1=CC=C(C=C1)B1OC(C(O1)(C)C)(C)C)=O ([2-Methyl-1-(2-{4-[4-(4,4,5,5-tetramethyl-[1,3,2]dioxaborolan-2-yl)-phenyl]-1H-imidazol-2-yl}-pyrrolidine-1-carbonyl)-propyl]-carbamic acid methyl ester), COC(NC(C(C)C)C(=O)N1CN(CC1C=1NC=C(N1)C1=CC=C(C=C1)Br)C(C)=O)=O ({1-[1′-Acetyl-4-(4-bromo-phenyl)-1′,2′,4′,5′-tetrahydro-1H-[2,4′]biimidazolyl-3′-carbonyl]-2-methyl-propyl}-carbamic acid methyl ester), C1(=CC=CC=C1)S(=O)(=O)Cl (phenyl sulfonyl chloride), C([O-])([O-])=O.[K+].[K+] (Potassium carbonate). The reagents and catalysts are C=1C=CC(=CC1)[P](C=2C=CC=CC2)(C=3C=CC=CC3)[Pd]([P](C=4C=CC=CC4)(C=5C=CC=CC5)C=6C=CC=CC6)([P](C=7C=CC=CC7)(C=8C=CC=CC8)C=9C=CC=CC9)[P](C=1C=CC=CC1)(C=1C=CC=CC1)C=1C=CC=CC1 (Pd(PPh3)4). Solvent: COCCOC (DME), O (water). Run at temperature 120 celsius. Product: COC(NC(C(C)C)C(=O)N1CN(CC1C=1NC(=CN1)C1=CC=C(C=C1)C1=CC=C(C=C1)C=1NC(=NC1)C1N(CCC1)C(C(C(C)C)NC(=O)OC)=O)S(=O)(=O)C1=CC=CC=C1)=O ({1-[1′-Benzenesulfonyl-5-(4′-{2-[1-(2-methoxycarbonylamino-3-methyl-butyryl)-pyrrolidin-2-yl]-3H-imidazol-4-yl}-biphenyl-4-yl)-1′,2′,4′,5′-tetrahydro-1H-[2,4]biimidazolyl-3′-carbonyl]-2-methyl-propyl}-carbamic acid methyl ester). Isolated yield 0.0%. As a reaction SMILES: [CH3:1][O:2][C:3](=[O:37])[NH:4][CH:5]([C:9]([N:11]1[CH:15]([C:16]2[NH:17][CH:18]=[C:19]([C:21]3[CH:26]=[CH:25][C:24](Br)=[CH:23][CH:22]=3)[N:20]=2)[CH2:14][N:13]([S:28]([C:31]2[CH:36]=[CH:35][CH:34]=[CH:33][CH:32]=2)(=[O:30])=[O:29])[CH2:12]1)=[O:10])[CH:6]([CH3:8])[CH3:7].COC(=O)NC(C(N1C(C2NC=C(C3C=CC(Br)=CC=3)N=2)CN(C(=O)C)C1)=O)C(C)C.C1(S(Cl)(=O)=O)C=CC=CC=1.[CH3:79][O:80][C:81](=[O:114])[NH:82][CH:83]([C:87]([N:89]1[CH2:93][CH2:92][CH2:91][CH:90]1[C:94]1[NH:95][CH:96]=[C:97]([C:99]2[CH:104]=[CH:103][C:102](B3OC(C)(C)C(C)(C)O3)=[CH:101][CH:100]=2)[N:98]=1)=[O:88])[CH:84]([CH3:86])[CH3:85].C(=O)([O-])[O-].[K+].[K+]>C1C=CC([P]([Pd]([P](C2C=CC=CC=2)(C2C=CC=CC=2)C2C=CC=CC=2)([P](C2C=CC=CC=2)(C2C=CC=CC=2)C2C=CC=CC=2)[P](C2C=CC=CC=2)(C2C=CC=CC=2)C2C=CC=CC=2)(C2C=CC=CC=2)C2C=CC=CC=2)=CC=1.O.COCCOC>[CH3:1][O:2][C:3](=[O:37])[NH:4][CH:5]([C:9]([N:11]1[CH:15]([C:16]2[NH:20][C:19]([C:21]3[CH:26]=[CH:25][C:24]([C:102]4[CH:103]=[CH:104][C:99]([C:97]5[NH:98][C:94]([CH:90]6[CH2:91][CH2:92][CH2:93][N:89]6[C:87](=[O:88])[CH:83]([NH:82][C:81]([O:80][CH3:79])=[O:114])[CH:84]([CH3:86])[CH3:85])=[N:95][CH:96]=5)=[CH:100][CH:101]=4)=[CH:23][CH:22]=3)=[CH:18][N:17]=2)[CH2:14][N:13]([S:28]([C:31]2[CH:36]=[CH:35][CH:34]=[CH:33][CH:32]=2)(=[O:30])=[O:29])[CH2:12]1)=[O:10])[CH:6]([CH3:8])[CH3:7] |f:4.5.6,^1:124,126,145,164|. Reported procedure: {1-[1′-Benzenesulfonyl-4-(4-bromo-phenyl)-1′,2′,4′,5′-tetrahydro-1H-[2,4′]biimidazolyl-3′-carbonyl]-2-methyl-propyl}-carbamic acid methyl ester (63.1 mg, 106.9 mmol) [prepared as described for the synthesis of {1-[1′-Acetyl-4-(4-bromo-phenyl)-1′,2′,4′,5′-tetrahydro-1H-[2,4′]biimidazolyl-3′-carbonyl]-2-methyl-propyl}-carbamic acid methyl ester (Example BY)]substituting the acetic anhydride with phenyl sulfonyl chloride] was combined with [2-Methyl-1-(2-{4-[4-(4,4,5,5-tetramethyl-[1,3,2]dioxaborol... Reactants: FC(C(=O)O)(F)F (trifluoroacetic acid), C(C)(C)(C)OC(N(C)[C@H](CC1=CC2=CC=CC=C2C=C1)C(N(C)[C@@H](CNS(=O)(=O)C)CC1=CC=CC=C1)=O)=O (N-((1R)-1-(N-((1R)-1-benzyl-2-((methylsulfonyl)amino)ethyl)-N-methylcarbamoyl)-2-(2-naphthyl)ethyl)-N-methylcarbamic acid tert-butylester). Solvent: ClCCl (dichloromethane). Reaction conditions: temperature 0 celsius, time 15 minute. Yields the product CN(C([C@@H](CC1=CC2=CC=CC=C2C=C1)NC)=O)[C@@H](CNS(=O)(=O)C)CC1=CC=CC=C1 (N-((2R)-2-(N-methyl-N-((2R)-2-methylamino-3-(2-naphthyl)propionyl)amino)-3-phenylpropyl)methanesulfonamide). The yield is 79.1%. RXN SMILES: FC(F)(F)C(O)=O.C(O[C:13](=O)[N:14]([C@@H:16]([C:28](=[O:45])[N:29]([C@H:31]([CH2:38][C:39]1[CH:44]=[CH:43][CH:42]=[CH:41][CH:40]=1)[CH2:32][NH:33][S:34]([CH3:37])(=[O:36])=[O:35])[CH3:30])[CH2:17][C:18]1[CH:27]=[CH:26][C:25]2[C:20](=[CH:21][CH:22]=[CH:23][CH:24]=2)[CH:19]=1)C)(C)(C)C>ClCCl>[CH3:30][N:29]([C@H:31]([CH2:38][C:39]1[CH:44]=[CH:43][CH:42]=[CH:41][CH:40]=1)[CH2:32][NH:33][S:34]([CH3:37])(=[O:35])=[O:36])[C:28](=[O:45])[C@H:16]([NH:14][CH3:13])[CH2:17][C:18]1[CH:27]=[CH:26][C:25]2[C:20](=[CH:21][CH:22]=[CH:23][CH:24]=2)[CH:19]=1. Procedure details: At 0° C., trifluoroacetic acid (4 ml) was added to a solution of N-((1R)-1-(N-((1R)-1-benzyl-2-((methylsulfonyl)amino)ethyl)-N-methylcarbamoyl)-2-(2-naphthyl)ethyl)-N-methylcarbamic acid tert-butylester (997 mg, 1.8 mmol) in dichloromethane (4 ml). The solution was stirred for 15 min at 0° C. The solvent was removed in vacuo at 20° C. The residue was dissolved in dichloromethane and the solvent was removed in vacuo. The latter procedure was repeated two times. The crude product was purified by f... Starting materials: COC1=CC=C(C=C1C)C1=NSC2=C1C=C(C(=C2)Cl)[N+](=O)[O-] (3-(6-methoxy-m-tolyl)-6-chloro-5-nitro-1,2-benzisothiazole), [F-].[K+] (potassium fluoride), S1(=O)(=O)CCCC1 (sulfolane), ice water. Conditions: temperature 154 celsius, time 19 hour. Product: COC1=CC=C(C=C1C)C1=NSC2=C1C=C(C(=C2)F)[N+](=O)[O-] (3-(6-Methoxy-m-tolyl)-6-fluoro-5-nitro-1,2-benzisothiazole). Yield: 30.1%. As a reaction SMILES: [CH3:1][O:2][C:3]1[C:8]([CH3:9])=[CH:7][C:6]([C:10]2[C:14]3[CH:15]=[C:16]([N+:20]([O-:22])=[O:21])[C:17](Cl)=[CH:18][C:13]=3[S:12][N:11]=2)=[CH:5][CH:4]=1.[F-:23].[K+].S1(CCCC1)(=O)=O>>[CH3:1][O:2][C:3]1[C:8]([CH3:9])=[CH:7][C:6]([C:10]2[C:14]3[CH:15]=[C:16]([N+:20]([O-:22])=[O:21])[C:17]([F:23])=[CH:18][C:13]=3[S:12][N:11]=2)=[CH:5][CH:4]=1 |f:1.2|. Procedure: A mixture of 3-(6-methoxy-m-tolyl)-6-chloro-5-nitro-1,2-benzisothiazole (7.30 g, 0.0218 mol), potassium fluoride (6.33 g, 0.109 mol) 18-crown-6 (2.31 g, 0.0872 mol) and sulfolane is stirred 19 hours at 154° C., cooled to room temperature, and poured into ice water. The resultant solid is filtered and chromatographed on silica gel with methylene chloride to afford a solid which is recrystallized from acetonitrile to afford a tan powder. The powder is recrystallized from ethyl acetate to give the ...